From a dataset of the Open Reaction Database (ORD), a public repository of structured organic reaction records. describe an organic reaction: reactants, conditions, products, and yield Run at temperature 0 celsius, time 1 hour. Procedure: To a solution of diethyl {6-bromo-7-[(diethoxyphosphoryl)(difluoro)methyl]-2-naphthyl}methylphosphonate (190 mg), and methyl 3-formylbenzoate (60 rag) in degassed THF (5 mL) at −78° C. was added potassium tert-butoxide (0.35 mL of a 1M solution in THF) and the reaction mixture was stirred for 1 h at 0° C. The mixture was quenched with a saturated solution of NH4Cl, extracted with EtOAc, dried over Na2SO4 and evaporated to dryness. The residue was purified by flash chromatography eluting with 25%... RXN SMILES: [Br:1][C:2]1[CH:3]=[C:4]2[C:9](=[CH:10][C:11]=1[C:12]([P:15]([O:20][CH2:21][CH3:22])([O:17][CH2:18][CH3:19])=[O:16])([F:14])[F:13])[CH:8]=[C:7]([CH2:23]P(=O)(OCC)OCC)[CH:6]=[CH:5]2.[CH:32]([C:34]1[CH:35]=[C:36]([CH:41]=[CH:42][CH:43]=1)[C:37]([O:39][CH3:40])=[O:38])=O.CC(C)([O-])C.[K+]>C1COCC1>[Br:1][C:2]1[CH:3]=[C:4]2[C:9](=[CH:10][C:11]=1[C:12]([P:15]([O:17][CH2:18][CH3:19])([O:20][CH2:21][CH3:22])=[O:16])([F:14])[F:13])[CH:8]=[C:7](/[CH:23]=[CH:32]/[C:34]1[CH:35]=[C:36]([CH:41]=[CH:42][CH:43]=1)[C:37]([O:39][CH3:40])=[O:38])[CH:6]=[CH:5]2 |f:2.3|. Run in C1CCOC1 (THF), C1CCOC1 (THF). Product: BrC=1C=C2C=CC(=CC2=CC1C(F)(F)P(=O)(OCC)OCC)/C=C/C=1C=C(C(=O)OC)C=CC1 (Methyl 3-((E)-2-{6-bromo-7-[(diethoxyphosphoryl)(difluoro)methyl]-2-naphthyl}ethenyl)benzoate). Reactants: BrC=1C=C2C=CC(=CC2=CC1C(F)(F)P(=O)(OCC)OCC)CP(OCC)(OCC)=O (diethyl {6-bromo-7-[(diethoxyphosphoryl)(difluoro)methyl]-2-naphthyl}methylphosphonate), C(=O)C=1C=C(C(=O)OC)C=CC1 (methyl 3-formylbenzoate), CC(C)([O-])C.[K+] (potassium tert-butoxide), solution. Reactants: SC=1N(C(C2=C(N1)SC(=C2C)C)=O)C (2-mercapto-3,5,6-trimethylthieno-[2,3-d]pyrimidin-4(3H)-one), [OH-].[Na+] (sodium hydroxide), CN(C)C=O (DMF), ClC1=CC=C(C(=O)C2=CC=C(CBr)C=C2)C=C1 (4-(4-chlorobenzoyl)benzyl bromide). The solvent is CO (methanol), O (water). Reaction conditions: time 1 hour. Yields the product ClC1=CC=C(C(=O)C2=CC=C(CSC=3N(C(C4=C(N3)SC(=C4C)C)=O)C)C=C2)C=C1 (2-[4-(4-Chlorobenzoyl)benzyl]thio-3,5,6-trimethylthieno[2,3-d]pyrimidin-4(3H)-one). The yield is 62.7%. As a reaction SMILES: [SH:1][C:2]1[N:3]([CH3:14])[C:4](=[O:13])[C:5]2[C:10]([CH3:11])=[C:9]([CH3:12])[S:8][C:6]=2[N:7]=1.[OH-].[Na+].CN(C=O)C.[Cl:22][C:23]1[CH:38]=[CH:37][C:26]([C:27]([C:29]2[CH:36]=[CH:35][C:32]([CH2:33]Br)=[CH:31][CH:30]=2)=[O:28])=[CH:25][CH:24]=1>CO.O>[Cl:22][C:23]1[CH:24]=[CH:25][C:26]([C:27]([C:29]2[CH:36]=[CH:35][C:32]([CH2:33][S:1][C:2]3[N:3]([CH3:14])[C:4](=[O:13])[C:5]4[C:10]([CH3:11])=[C:9]([CH3:12])[S:8][C:6]=4[N:7]=3)=[CH:31][CH:30]=2)=[O:28])=[CH:37][CH:38]=1 |f:1.2|. Procedure details: To a solution of 2-mercapto-3,5,6-trimethylthieno-[2,3-d]pyrimidin-4(3H)-one (1.13 g) and sodium hydroxide (205 mg) in 50% methanol (16 ml)-DMF (4 ml) was added 4-(4-chlorobenzoyl)benzyl bromide (1.69 g) and the mixture was stirred at room temperature for 1 hour. This reaction mixture was poured in water and the resulting crystals were collected by filtration, rinsed with water, and recrystallized from ethyl acetate to provide the title compound as colorless solid (1.425 g). The reactants are CC1=NC2=C(N1CC=1C=CC=C3C=CC=NC13)C=C(C=C2C(=O)OC)N2CCOCC2 (methyl 2-methyl-6-(4-morpholinyl)-1-(8-quinolinylmethyl)-1H-benzimidazole-4-carboxylate), Example 34, [Li+].[OH-] (LiOH). Run in C1CCOC1 (THF). Reaction conditions: temperature 45 celsius, time 16 hour. Yields the product CC1=NC2=C(N1CC=1C=CC=C3C=CC=NC13)C=C(C=C2C(=O)O)N2CCOCC2 (2-methyl-6-(4-morpholinyl)-1-(8-quinolinylmethyl)-1H-benzimidazole-4-carboxylic acid). Isolated yield 69.0%. Reaction SMILES: [CH3:1][C:2]1[N:6]([CH2:7][C:8]2[CH:9]=[CH:10][CH:11]=[C:12]3[C:17]=2[N:16]=[CH:15][CH:14]=[CH:13]3)[C:5]2[CH:18]=[C:19]([N:26]3[CH2:31][CH2:30][O:29][CH2:28][CH2:27]3)[CH:20]=[C:21]([C:22]([O:24]C)=[O:23])[C:4]=2[N:3]=1.[Li+].[OH-]>C1COCC1>[CH3:1][C:2]1[N:6]([CH2:7][C:8]2[CH:9]=[CH:10][CH:11]=[C:12]3[C:17]=2[N:16]=[CH:15][CH:14]=[CH:13]3)[C:5]2[CH:18]=[C:19]([N:26]3[CH2:31][CH2:30][O:29][CH2:28][CH2:27]3)[CH:20]=[C:21]([C:22]([OH:24])=[O:23])[C:4]=2[N:3]=1 |f:1.2|. Reported procedure: A mixture of methyl 2-methyl-6-(4-morpholinyl)-1-(8-quinolinylmethyl)-1H-benzimidazole-4-carboxylate, prepared as described in Example 34 (300 mg, 0.72 mmol) and 2 N LiOH (2.2 mL, 4.3 mmol) in THF (10 mL), was stirred at 45° C. for 16 h. It was filtered and the filter cake was dissolved in water (20 mL) and then added into formic acid to adjust the pH of the solution to 3-4. Then a filtration was performed to give the product (200 mg, 69%), as a white solid. 1H NMR (300 MHz, DMSO-d6): δ ppm 2.61...